The task is: describe an organic reaction: reactants, conditions, products, and yield. This data is from the Open Reaction Database (ORD), a public repository of structured organic reaction records. Yields the product CC(C)(N)C=Cc1ccc(-c2ccnc(NC3CC(C)(C)NC(C)(C)C3)n2)s1. Starting materials: [Al+3], C1CCOC1, [H-], [H-], [H-], [H-], [Li+], CC(C)(N)C#Cc1ccc(-c2ccnc(NC3CC(C)(C)NC(C)(C)C3)n2)s1. RXN SMILES: [Al+3:30].[CH2:35]1[O:36][CH2:37][CH2:38][CH2:39]1.[H-:29].[H-:32].[H-:33].[H-:34].[Li+:31].[NH2:1][C:2]([C:3]#[C:4][c:5]1[cH:6][cH:7][c:8](-[c:10]2[n:11][c:12]([NH:16][CH:17]3[CH2:18][C:19]([CH3:25])([CH3:26])[NH:20][C:21]([CH3:23])([CH3:24])[CH2:22]3)[n:13][cH:14][cH:15]2)[s:9]1)([CH3:27])[CH3:28]>>[NH2:1][C:2]([CH:3]=[CH:4][c:5]1[cH:6][cH:7][c:8](-[c:10]2[n:11][c:12]([NH:16][CH:17]3[CH2:18][C:19]([CH3:25])([CH3:26])[NH:20][C:21]([CH3:23])([CH3:24])[CH2:22]3)[n:13][cH:14][cH:15]2)[s:9]1)([CH3:27])[CH3:28].